From a dataset of the Open Reaction Database (ORD), a public repository of structured organic reaction records. describe an organic reaction: reactants, conditions, products, and yield Starting materials: ClC=1C=C2NC(C(NC2=CC1C(F)(F)F)=O)=O (6-chloro-7-trifluoromethyl-1,4-dihydro-2,3-quinoxalinedione), [N+](=O)([O-])[O-].[K+] (KNO3), ice water. Solvent: [OH-].[K+] (KOH), OS(=O)(=O)O (H2SO4). Reaction conditions: temperature 0 celsius, time 0.5 hour. The product is ClC=1C(=C2NC(C(NC2=CC1C(F)(F)F)=O)=O)[N+](=O)[O-] (6-Chloro-5-nitro-7-trifluoromethyl-1,4-dihydro-2,3-quinoxalinedione). Isolated yield 78.1%. RXN SMILES: [Cl:1][C:2]1[CH:3]=[C:4]2[C:9](=[CH:10][C:11]=1[C:12]([F:15])([F:14])[F:13])[NH:8][C:7](=[O:16])[C:6](=[O:17])[NH:5]2.[N+:18]([O-])([O-:20])=[O:19].[K+]>OS(O)(=O)=O.[OH-].[K+]>[Cl:1][C:2]1[C:3]([N+:18]([O-:20])=[O:19])=[C:4]2[C:9](=[CH:10][C:11]=1[C:12]([F:14])([F:15])[F:13])[NH:8][C:7](=[O:16])[C:6](=[O:17])[NH:5]2 |f:1.2,4.5|. Procedure: To a solution of 6-chloro-7-trifluoromethyl-1,4-dihydro-2,3-quinoxalinedione (31 mg, 0.12 mmol) in concentrated H2SO4 (0.3 mL) at 0° C. was added KNO3 (14 mg, 0.141 mmol, Baker). The mixture was stirred at 0° C. for 0.5 h and then at room temperature for 20 h and it was poured into ice water (2 g). The precipitate was collected by filtration, giving 31 mg of crude title compound. The sample was dissolved in 1N KOH (1 mL) and filtered. The filtrate was acidified to pH=2 with 4N HCl to give a yell... Reactants: Cl (Hydrochloric acid), ice, [Cl-].[NH4+] (ammonium chloride), ice, C1(=CC=CC=C1)[Mg]Br (phenylmagnesium bromide), C(CCC#C)O (pent-4-yn-1-ol). Run in C(C)OCC (diethyl ether). Conditions: time 3 hour. The product is OC(CCC#C)C1=CC=CC=C1 (1-Hydroxy-1-phenylpent-4-yne). Isolated yield 57.7%. As a reaction SMILES: [C:1]1([Mg]Br)[CH:6]=[CH:5][CH:4]=[CH:3][CH:2]=1.[CH2:9]([OH:14])[CH2:10][CH2:11][C:12]#[CH:13].[Cl-].[NH4+].Cl>C(OCC)C>[OH:14][CH:9]([C:1]1[CH:6]=[CH:5][CH:4]=[CH:3][CH:2]=1)[CH2:10][CH2:11][C:12]#[CH:13] |f:2.3|. Reported procedure: To an ice-cold solution of 3.0M phenylmagnesium bromide (100 mL, 300 mmol) under argon atmosphere was added dropwise pent-4-yn-1-ol (10 g, 120 mmol) in diethyl ether (20 mL). After stirring for 3 hours the solution was slowly added to an ice-cold solution of dilute ammonium chloride. 6N Hydrochloric acid was added to break up the gel and the layers were separated. The aqueous extract was washed with diethyl ether (3×50 mL) and the combined organic extracts were washed with brine and dried (MgSO4... The reactants are C(C(F)(F)F)O (trifluoroethanol), FC(COC=1SC(=CN1)C(C)=O)(F)F (1-[2-(2,2,2-trifluoroethoxy)-1,3-thiazol-5-yl]ethanone), compound 192, FC(COC=1SC(=CN1)C(C)=O)(F)F (1-[2-(2,2,2-trifluoroethoxy)-1,3-thiazol-5-yl]ethanone). Product: COC=1SC(=CN1)C(C)=O (1-(2-Methoxy-1,3-thiazol-5-yl)ethanone). As a reaction SMILES: C(O)C(F)(F)F.FC(F)(F)[CH2:9][O:10][C:11]1[S:12][C:13]([C:16](=[O:18])[CH3:17])=[CH:14][N:15]=1>>[CH3:9][O:10][C:11]1[S:12][C:13]([C:16](=[O:18])[CH3:17])=[CH:14][N:15]=1. Procedure: The following compound was prepared using trifluoroethanol according to the procedure used in preparing compound 192: 1-[2-(2,2,2-trifluoroethoxy)-1,3-thiazol-5-yl]ethanone (compound 204) Yields the product C(C)(C)(C)[Si](OC[C@@H]([C@H](C)C1=CC(=C(C=C1)Cl)Cl)O)(C)C ((2R,3R)-1-(tert-Butyl-dimethyl-silyloxy)-3-(3,4-dichloro-phenyl)-butan-2-ol). Procedure details: To a stirred solution of (2R,3R)-3-(3,4-dichloro-phenyl)-butane-1,2-diol (3.20 g, 13.6 mmol) and imidazole (1.39 g, 20.4 mmol) in DCM (28 mL) at rt was added tert-butyldimethylsilyl chloride (TBSCl; 2.15 g, 14.3 mmol). The solution was stirred for 1 h then quenched by addition of satd. aq. NH4Cl (100 mL). The mixture was stirred for 5 min, the layers were separated, and the aqueous layer was extracted with DCM (3×). The combined organic layers were dried (Na2SO4) and concentrated to yield a visc... Solvent: C(Cl)Cl (DCM). Reaction SMILES: [Cl:1][C:2]1[CH:3]=[C:4]([C@@H:9]([CH3:14])[C@@H:10]([OH:13])[CH2:11][OH:12])[CH:5]=[CH:6][C:7]=1[Cl:8].N1C=CN=C1.[Si:20](Cl)([C:23]([CH3:26])([CH3:25])[CH3:24])([CH3:22])[CH3:21]>C(Cl)Cl>[C:23]([Si:20]([CH3:22])([CH3:21])[O:12][CH2:11][C@H:10]([OH:13])[C@@H:9]([C:4]1[CH:5]=[CH:6][C:7]([Cl:8])=[C:2]([Cl:1])[CH:3]=1)[CH3:14])([CH3:26])([CH3:25])[CH3:24]. Reactants: ClC=1C=C(C=CC1Cl)[C@H]([C@H](CO)O)C ((2R,3R)-3-(3,4-dichloro-phenyl)-butane-1,2-diol), N1C=NC=C1 (imidazole), [Si](C)(C)(C(C)(C)C)Cl (tert-butyldimethylsilyl chloride). Run at time 1 hour. The yield is 95.1%. RXN SMILES: [CH3:1][O:2][C:3]([CH2:4][O:5][c:6]1[c:7]([C:13](=[O:14])[Cl:15])[s:8][c:9]([Br:12])[c:10]1[Br:11])=[O:16].[NH2:17][c:18]1[cH:19][cH:20][cH:21][cH:22][cH:23]1>>[CH3:1][O:2][C:3]([CH2:4][O:5][c:6]1[c:7]([C:13](=[O:14])[NH:17][c:18]2[cH:19][cH:20][cH:21][cH:22][cH:23]2)[s:8][c:9]([Br:12])[c:10]1[Br:11])=[O:16]. Starting materials: COC(=O)COc1c(C(=O)Cl)sc(Br)c1Br, Nc1ccccc1. Yields the product COC(=O)COc1c(C(=O)Nc2ccccc2)sc(Br)c1Br.